This data is from the Open Reaction Database (ORD), a public repository of structured organic reaction records. The task is: describe an organic reaction: reactants, conditions, products, and yield Reaction SMILES: [CH2:46]1[O:47][CH2:48][CH2:49][CH2:50]1.[CH3:1][CH2:2][CH2:3][CH2:4][Li:5].[CH3:6][n:7]1[cH:8][cH:9][n:10][cH:11]1.[Cl:12][Si:13]([CH2:14][CH3:15])([CH2:16][CH3:17])[CH2:18][CH3:19].[Cl:20][c:21]1[cH:22][c:23](-[c:27]2[cH:28][c:29](=[O:45])[n:30]([CH3:44])[c:31]3[cH:32][cH:33][c:34]([C:37](=[O:38])[c:39]4[cH:40][o:41][cH:42][cH:43]4)[cH:35][c:36]23)[cH:24][cH:25][cH:26]1>>[CH3:6][n:7]1[c:8]([C:37]([c:34]2[cH:33][cH:32][c:31]3[n:30]([CH3:44])[c:29](=[O:45])[cH:28][c:27](-[c:23]4[cH:22][c:21]([Cl:20])[cH:26][cH:25][cH:24]4)[c:36]3[cH:35]2)([OH:38])[c:39]2[cH:40][o:41][cH:42][cH:43]2)[cH:9][n:10][cH:11]1. Reactants: C1CCOC1, [Li]CCCC, Cn1ccnc1, CC[Si](Cl)(CC)CC, Cn1c(=O)cc(-c2cccc(Cl)c2)c2cc(C(=O)c3ccoc3)ccc21. Yields the product Cn1cncc1C(O)(c1ccoc1)c1ccc2c(c1)c(-c1cccc(Cl)c1)cc(=O)n2C. The reactants are CN(C)C=O, FC(F)(F)c1ccc(-c2cccc(CCl)n2)cc1, [H-], [Na+], O, Oc1ccc(CCCCn2ccnn2)cc1. Product: FC(F)(F)c1ccc(-c2cccc(COc3ccc(CCCCn4ccnn4)cc3)n2)cc1. RXN SMILES: [CH3:38][N:39]([CH3:40])[CH:41]=[O:42].[Cl:19][CH2:20][c:21]1[n:22][c:23](-[c:27]2[cH:28][cH:29][c:30]([C:33]([F:34])([F:35])[F:36])[cH:31][cH:32]2)[cH:24][cH:25][cH:26]1.[H-:1].[Na+:2].[OH2:37].[n:3]1([CH2:8][CH2:9][CH2:10][CH2:11][c:12]2[cH:13][cH:14][c:15]([OH:18])[cH:16][cH:17]2)[n:4][n:5][cH:6][cH:7]1>>[n:3]1([CH2:8][CH2:9][CH2:10][CH2:11][c:12]2[cH:13][cH:14][c:15]([O:18][CH2:20][c:21]3[n:22][c:23](-[c:27]4[cH:28][cH:29][c:30]([C:33]([F:34])([F:35])[F:36])[cH:31][cH:32]4)[cH:24][cH:25][cH:26]3)[cH:16][cH:17]2)[n:4][n:5][cH:6][cH:7]1. Starting materials: [OH-].[Na+] (Sodium hydroxide), FC1(OC2=C(O1)C=CC(=C2)CC#N)F ((2,2-difluoro-benzo[1,3]dioxol-5-yl)-acetonitrile), BrCCCl (1-bromo-2-chloroethane). Reagents/catalysts: [Cl-].C(C1=CC=CC=C1)[N+](CC)(CC)CC (benzyltriethylammonium chloride). Solvent: O (water). Run at temperature 70 celsius, time 8 hour. The product is FC1(OC2=C(O1)C=CC(=C2)C2(CC2)C#N)F (1-(2,2-difluoro-benzo[1,3]dioxol-5-yl)-cyclopropanecarbonitrile). As a reaction SMILES: [OH-].[Na+].[F:3][C:4]1([F:16])[O:8][C:7]2[CH:9]=[CH:10][C:11]([CH2:13][C:14]#[N:15])=[CH:12][C:6]=2[O:5]1.Br[CH2:18][CH2:19]Cl>[Cl-].C([N+](CC)(CC)CC)C1C=CC=CC=1.O>[F:16][C:4]1([F:3])[O:8][C:7]2[CH:9]=[CH:10][C:11]([C:13]3([C:14]#[N:15])[CH2:19][CH2:18]3)=[CH:12][C:6]=2[O:5]1 |f:0.1,4.5|. Procedure details: Sodium hydroxide (50% aqueous solution, 10 mL) was slowly added to a mixture of crude (2,2-difluoro-benzo[1,3]dioxol-5-yl)-acetonitrile, benzyltriethylammonium chloride (3.00 g, 15.3 mmol), and 1-bromo-2-chloroethane (4.9 g, 38 mmol) at 70° C. The mixture was stirred overnight at 70° C. before the reaction mixture was diluted with water (30 mL) and extracted with ethyl acetate. The combined organic layers were dried over sodium sulfate and evaporated to dryness to give crude 1-(2,2-difluoro-benz... Reactants: [Cl-].C(CC)C1=C(C(=CC=C1)CCC)[N+]1=CN(C=C1)C1=C(C=CC=C1CCC)CCC (1,3-bis(2,6-di-1-propylphenyl)imidazolium chloride), CCCC[O-].[Na+] (sodium 1-butoxide), C(C)(C)(C)OC(=O)N1CCNCC1 (Tert-butyl-1-piperazine-carboxylate), BrC1=CC(=C(C=C1)C(F)(F)F)F (4-bromo-2-fluoro-1-trifluoromethyl-benzene), tri(dibenzylideneacetone)dipalladium (0). The solvent is C1(=CC=CC=C1)C (toluene). Run at temperature 100 celsius, time 5 hour. Yields the product C(C)(C)(C)OC(=O)N1CCN(CC1)C1=CC(=C(C=C1)C(F)(F)F)F (4-(3-Fluoro-4-trifluoromethyl-phenyl)-piperazine-1-carboxylic acid tert-butyl ester). Isolated yield 85.9%. RXN SMILES: [C:1]([O:5][C:6]([N:8]1[CH2:13][CH2:12][NH:11][CH2:10][CH2:9]1)=[O:7])([CH3:4])([CH3:3])[CH3:2].Br[C:15]1[CH:20]=[CH:19][C:18]([C:21]([F:24])([F:23])[F:22])=[C:17]([F:25])[CH:16]=1.[Cl-].C(C1C=CC=C(CCC)C=1[N+]1C=CN(C2C(CCC)=CC=CC=2CCC)C=1)CC.CCCC[O-].[Na+]>C1(C)C=CC=CC=1>[C:1]([O:5][C:6]([N:8]1[CH2:13][CH2:12][N:11]([C:15]2[CH:20]=[CH:19][C:18]([C:21]([F:23])([F:24])[F:22])=[C:17]([F:25])[CH:16]=2)[CH2:10][CH2:9]1)=[O:7])([CH3:4])([CH3:2])[CH3:3] |f:2.3,4.5|. Procedure details: Tert-butyl-1-piperazine-carboxylate (740 mg, 3.05 mmol) and 4-bromo-2-fluoro-1-trifluoromethyl-benzene (530 mg. 2.85 mmol) were dissolved in anhydrous toluene (6 mL, degassed). In a separate, septum-equipped vial were placed tri(dibenzylideneacetone)dipalladium (0) (152 mg, 0.17 mmol), 1,3-bis(2,6-di-1-propylphenyl)imidazolium chloride (283 mg, 0.67 mmol) and sodium 1-butoxide (400 mg, 4.2 mmol). This “catalytic” vial was equipped with a magnetic stirbar and flushed with dry nitrogen. The reacta...